describe an organic reaction: reactants, conditions, products, and yield From a dataset of the Open Reaction Database (ORD), a public repository of structured organic reaction records. The reactants are IC1=C(C=C(C=C1)C(C(=O)OCC)C)C (ethyl 2-(4-iodo-3-methylphenyl)propanoate), CN(C=O)C (dimethylformamide). The reagents and catalysts are [C-]#N.[Zn+2].[C-]#N (zinc cyanide), [Pd].C1(=CC=CC=C1)P(C1=CC=CC=C1)C1=CC=CC=C1.C1(=CC=CC=C1)P(C1=CC=CC=C1)C1=CC=CC=C1.C1(=CC=CC=C1)P(C1=CC=CC=C1)C1=CC=CC=C1.C1(=CC=CC=C1)P(C1=CC=CC=C1)C1=CC=CC=C1 (tetrakis(triphenylphosphine) palladium). Product: C(#N)C1=C(C=C(C=C1)C(C(=O)OCC)C)C (Ethyl 2-(4-cyano-3-methylphenyl)propanoate). The yield is 90.0%. As a reaction SMILES: I[C:2]1[CH:7]=[CH:6][C:5]([CH:8]([CH3:14])[C:9]([O:11][CH2:12][CH3:13])=[O:10])=[CH:4][C:3]=1[CH3:15].[CH3:16][N:17](C)C=O>[C-]#N.[Zn+2].[C-]#N.[Pd].C1(P(C2C=CC=CC=2)C2C=CC=CC=2)C=CC=CC=1.C1(P(C2C=CC=CC=2)C2C=CC=CC=2)C=CC=CC=1.C1(P(C2C=CC=CC=2)C2C=CC=CC=2)C=CC=CC=1.C1(P(C2C=CC=CC=2)C2C=CC=CC=2)C=CC=CC=1>[C:16]([C:2]1[CH:7]=[CH:6][C:5]([CH:8]([CH3:14])[C:9]([O:11][CH2:12][CH3:13])=[O:10])=[CH:4][C:3]=1[CH3:15])#[N:17] |f:2.3.4,5.6.7.8.9|. Reported procedure: To a stirred solution of ethyl 2-(4-iodo-3-methylphenyl)propanoate (1.22 g, 5.34 mmol) in anhydrous dimethylformamide were added zinc cyanide (645 mg, 5.50 mmol) and tetrakis(triphenylphosphine) palladium (617 mg, 0.53 mmol). The reaction mixture was refluxed for overnight then cooled to room temperature. The mixture was filtered using celite pad and the filtrate was evaporated. The residue was diluted with ethylacetate and washed with water and brine. The organic layer was dried over magnesium ...